This data is from the Open Reaction Database (ORD), a public repository of structured organic reaction records. The task is: describe an organic reaction: reactants, conditions, products, and yield Reactants: C1(=CC=CC=C1)C=1N=C(OC1C1=CC=CC=C1)C=C1C(CCCC1)C=1C=C(OCC(=O)OCC)C=CC1 (ethyl [3-[2-[(4,5-diphenyloxazol-2-yl)methylene]cyclohexan-1-yl]phenoxy]acetate). The reagents and catalysts are [Pd] (palladium on carbon). Solvent: C(C)O (ethanol), O1CCCC1 (tetrahydrofuran). Conditions: time 4 hour. Yields the product C1(=CC=CC=C1)C=1N=C(OC1C1=CC=CC=C1)CC1C(CCCC1)C=1C=C(OCC(=O)OCC)C=CC1 (ethyl [3-[2-[(4,5-diphenyloxazol-2-yl)methyl]cyclohexan-1-yl]phenoxy]acetate). The yield is 69.7%. RXN SMILES: [C:1]1([C:7]2[N:8]=[C:9]([CH:18]=[C:19]3[CH2:24][CH2:23][CH2:22][CH2:21][CH:20]3[C:25]3[CH:26]=[C:27]([CH:35]=[CH:36][CH:37]=3)[O:28][CH2:29][C:30]([O:32][CH2:33][CH3:34])=[O:31])[O:10][C:11]=2[C:12]2[CH:17]=[CH:16][CH:15]=[CH:14][CH:13]=2)[CH:6]=[CH:5][CH:4]=[CH:3][CH:2]=1>C(O)C.O1CCCC1.[Pd]>[C:1]1([C:7]2[N:8]=[C:9]([CH2:18][CH:19]3[CH2:24][CH2:23][CH2:22][CH2:21][CH:20]3[C:25]3[CH:26]=[C:27]([CH:35]=[CH:36][CH:37]=3)[O:28][CH2:29][C:30]([O:32][CH2:33][CH3:34])=[O:31])[O:10][C:11]=2[C:12]2[CH:13]=[CH:14][CH:15]=[CH:16][CH:17]=2)[CH:2]=[CH:3][CH:4]=[CH:5][CH:6]=1. Reported procedure: To a solution of ethyl [3-[2-[(4,5-diphenyloxazol-2-yl)methylene]cyclohexan-1-yl]phenoxy]acetate (300 mg) in a mixture of ethanol (10 ml) and tetrahydrofuran (10 ml) was added 10% palladium on carbon (50 mg). After being stirred for 4 hours under hydrogen atmosphere, the reaction mixture was filtered. The solvent was evaporated in vacuo to give ethyl [3-[2-[(4,5-diphenyloxazol-2-yl)methyl]cyclohexan-1-yl]phenoxy]acetate (210 mg).